From a dataset of the Open Reaction Database (ORD), a public repository of structured organic reaction records. describe an organic reaction: reactants, conditions, products, and yield The reactants are CNC(=O)C=1C(=CC=CC1)C (N-methyl-o-toluamide), COC1=C(C#N)C=C(C=C1)OC (2,5-dimethoxybenzonitrile), P(=O)(Cl)(Cl)Cl (phosphorous oxychloride). Product: ClC1=NC(=CC2=CC=CC=C12)C1=C(C=CC(=C1)OC)OC (1-chloro-3-(2,5-dimethoxyphenyl)isoquinoline). As a reaction SMILES: [CH3:1][NH:2][C:3]([C:5]1[C:6]([CH3:11])=[CH:7][CH:8]=[CH:9][CH:10]=1)=O.[CH3:12][O:13][C:14]1[CH:21]=[CH:20][C:19]([O:22][CH3:23])=[CH:18][C:15]=1C#N.P(Cl)(Cl)([Cl:26])=O>>[Cl:26][C:3]1[C:5]2[C:6](=[CH:7][CH:8]=[CH:9][CH:10]=2)[CH:11]=[C:1]([C:20]2[CH:21]=[C:14]([O:13][CH3:12])[CH:15]=[CH:18][C:19]=2[O:22][CH3:23])[N:2]=1. Procedure: 3-(2,5-Dimethoxyphenyl)isoquinolin-1-one (0.61 g) obtained by reacting N-methyl-o-toluamide (1.64 g) and 2,5-dimethoxybenzonitrile (1.80 g) according to Example 10-1 was reacted with phosphorous oxychloride (10 ml) according to Example 10-2, to give 1-chloro-3-(2,5-dimethoxyphenyl)isoquinoline, which was then reacted with N-ethylpiperazine (15 ml) at 100° C. for 8 hr. The reaction solution was evaporated, and to the resulting residue were added ethyl acetate and water. The resulting organic laye... Starting materials: N1C(=S)NC(=O)CC1=O (2-thiobarbituric acid), CI (methyl iodide), CO (methanol), [OH-].[Na+] (sodium hydroxide). The solvent is O (water). Conditions: temperature 41 celsius. Yields the product CSC1=NC(=CC(=N1)O)O (2-(Methylthio)-4,6-pyrimidinediol). Reaction SMILES: [NH:1]1[C:8](=[O:9])[CH2:7][C:5](=[O:6])[NH:4][C:2]1=[S:3].[CH3:10]O.[OH-].[Na+].CI>O>[CH3:10][S:3][C:2]1[N:4]=[C:5]([OH:6])[CH:7]=[C:8]([OH:9])[N:1]=1 |f:2.3|. Reported procedure: A quantity (72.07 g., 0.5 mole) of 2-thiobarbituric acid was dissolved in a reaction medium consisting of 500 ml. methanol, 500 ml. water, and 20 g. sodium hydroxide. The medium was heated in order to effect solution. After cooling the solution to 41° C., 142 g. (1.0 mole) methyl iodide was added, with stirring. The reaction mixture was heated at the reflux temperature for 1 hr. The desired 2-(methylthio)-4,6-pyrimidinediol crystallized out as the refluxing continued, and it was recovered on a f... The reactants are ClC=1C=C(C2=C(N1)N(N=C2)C(C)C)C(=O)NCC=2C(NC(=CC2C)C)=O (6-chloro-N-[(4,6-dimethyl-2-oxo-1,2-dihydro-3-pyridinyl)methyl]-1-(1-methylethyl)-1H-pyrazolo[3,4-b]pyridine-4-carboxamide), CC1(OB(OC1(C)C)C=1C=C2C=NNC2=CC1)C (5-(4,4,5,5-tetramethyl-1,3,2-dioxaborolan-2-yl)-1H-indazole), C([O-])([O-])=O.[Na+].[Na+] (sodium carbonate). Reagents/catalysts: Cl[Pd]([P](C1=CC=CC=C1)(C2=CC=CC=C2)C3=CC=CC=C3)([P](C4=CC=CC=C4)(C5=CC=CC=C5)C6=CC=CC=C6)Cl (bis(triphenylphosphine)palladium(II) chloride). The solvent is CS(=O)C (DMSO). The product is CC1=C(C(NC(=C1)C)=O)CNC(=O)C=1C2=C(N=C(C1)C=1C=C3C=NNC3=CC1)N(N=C2)C(C)C (N-[(4,6-Dimethyl-2-oxo-1,2-dihydro-3-pyridinyl)methyl]-6-(1H-indazol-5-yl)-1-(1-methylethyl)-1H-pyrazolo[3,4-b]pyridine-4-carboxamide). Isolated yield 48.1%. Reaction SMILES: Cl[C:2]1[CH:3]=[C:4]([C:14]([NH:16][CH2:17][C:18]2[C:19](=[O:26])[NH:20][C:21]([CH3:25])=[CH:22][C:23]=2[CH3:24])=[O:15])[C:5]2[CH:10]=[N:9][N:8]([CH:11]([CH3:13])[CH3:12])[C:6]=2[N:7]=1.CC1(C)C(C)(C)OB([C:35]2[CH:36]=[C:37]3[C:41](=[CH:42][CH:43]=2)[NH:40][N:39]=[CH:38]3)O1.C(=O)([O-])[O-].[Na+].[Na+]>Cl[Pd](Cl)([P](C1C=CC=CC=1)(C1C=CC=CC=1)C1C=CC=CC=1)[P](C1C=CC=CC=1)(C1C=CC=CC=1)C1C=CC=CC=1.CS(C)=O>[CH3:24][C:23]1[CH:22]=[C:21]([CH3:25])[NH:20][C:19](=[O:26])[C:18]=1[CH2:17][NH:16][C:14]([C:4]1[C:5]2[CH:10]=[N:9][N:8]([CH:11]([CH3:13])[CH3:12])[C:6]=2[N:7]=[C:2]([C:35]2[CH:36]=[C:37]3[C:41](=[CH:42][CH:43]=2)[NH:40][N:39]=[CH:38]3)[CH:3]=1)=[O:15] |f:2.3.4,^1:53,72|. Procedure: To a 5-mL microwave vial were added 6-chloro-N-[(4,6-dimethyl-2-oxo-1,2-dihydro-3-pyridinyl)methyl]-1-(1-methylethyl)-1H-pyrazolo[3,4-b]pyridine-4-carboxamide (70 mg, 0.187 mmol), 5-(4,4,5,5-tetramethyl-1,3,2-dioxaborolan-2-yl)-1H-indazole (59.4 mg, 0.243 mmol), DMSO (1.5 mL) and sodium carbonate (0.281 mL, 0.562 mmol), and the mixture was degassed with nitrogen for 10 min. Next was added bis(triphenylphosphine)palladium(II) chloride (10.51 mg, 0.015 mmol). The contents were sealed and irradiate... The reactants are FC1=C(C=CC=C1)NC(=O)C1=CNC=2CCCC(C12)=O (4-oxo-4,5,6,7-tetrahydro-1H-indole-3-carboxylic acid (2-fluoro-phenyl)-amide), N1=CC=CC=C1 (pyridine), Cl.O(C)N (methoxylamine hydrochloride). Solvent: CCO (EtOH). Conditions: temperature 120 celsius. Yields the product FC1=C(C=CC=C1)NC(=O)C1=CNC=2CCCC(C12)=NOC (4-methoxyimino-4,5,6,7-tetrahydro-1H-indole-3-carboxylic acid (2-fluoro-phenyl)-amide). The yield is 72.7%. As a reaction SMILES: [F:1][C:2]1[CH:7]=[CH:6][CH:5]=[CH:4][C:3]=1[NH:8][C:9]([C:11]1[C:19]2[C:18](=O)[CH2:17][CH2:16][CH2:15][C:14]=2[NH:13][CH:12]=1)=[O:10].N1C=CC=CC=1.Cl.[O:28]([NH2:30])[CH3:29]>CCO>[F:1][C:2]1[CH:7]=[CH:6][CH:5]=[CH:4][C:3]=1[NH:8][C:9]([C:11]1[C:19]2[C:18](=[N:30][O:28][CH3:29])[CH2:17][CH2:16][CH2:15][C:14]=2[NH:13][CH:12]=1)=[O:10] |f:2.3|. Reported procedure: 4-oxo-4,5,6,7-tetrahydro-1H-indole-3-carboxylic acid (2-fluoro-phenyl)-amide (0.73 mmol), pyridine (2.2 mmol), EtOH (10 ml) and methoxylamine hydrochloride (2.2 mmol) are combined in a sealed tube and heated at 120° C. for 16 hours. The reaction mixture is cooled to room temperature, the solvent is removed in vacuo and the residue is treated with 10 ml of H2O for 5 minutes. The resulting solid is collected by vacuum filtration to yield 160 mg (72%) of 4-methoxyimino-4,5,6,7-tetrahydro-1H-indole-... As a reaction SMILES: [CH3:23][N:24]([CH3:25])[CH2:26][CH2:27][CH2:28][N:29]=[C:30]=[N:31][CH2:32][CH3:33].[CH3:35][N:36]([CH3:37])[CH:38]=[O:39].[Cl:1][c:2]1[c:3]2[c:4]([n:5][cH:6][c:7]1[C:8](=[O:9])[OH:10])[nH:11][cH:12][cH:13]2.[ClH:22].[OH2:34].[OH:14][CH2:15][c:16]1[cH:17][cH:18][cH:19][cH:20][cH:21]1>>[Cl:1][c:2]1[c:3]2[c:4]([n:5][cH:6][c:7]1[C:8](=[O:9])[O:10][CH2:15][c:16]1[cH:17][cH:18][cH:19][cH:20][cH:21]1)[nH:11][cH:12][cH:13]2. The product is O=C(OCc1ccccc1)c1cnc2[nH]ccc2c1Cl. Starting materials: CCN=C=NCCCN(C)C, CN(C)C=O, O=C(O)c1cnc2[nH]ccc2c1Cl, Cl, O, OCc1ccccc1. The reactants are C(C1=CC=CC=C1)O (benzyl alcohol), C(C)(C)(C)OC(=O)NCC1=C2OC=3C(=C(C=CC3C(C2=CC=C1OC)(C)C)OC)CC(=O)O (5-[(1-tert-butoxyformamido)methyl]-3,6-dimethoxy-9,9-dimethylxanthene-4-acetic acid), C1(CCCCC1)N=C=NC1CCCCC1 (dicyclohexylcarbodiimide). Isolated yield 80.8%. Run at time 3 hour. Solvent: C(Cl)Cl (methylene chloride), C(Cl)Cl (methylene chloride). Reaction SMILES: [C:1]([O:5][C:6]([NH:8][CH2:9][C:10]1[C:23]([O:24][CH3:25])=[CH:22][CH:21]=[C:20]2[C:11]=1[O:12][C:13]1[C:14]([CH2:30][C:31]([OH:33])=[O:32])=[C:15]([O:28][CH3:29])[CH:16]=[CH:17][C:18]=1[C:19]2([CH3:27])[CH3:26])=[O:7])([CH3:4])([CH3:3])[CH3:2].[CH2:34](O)[C:35]1[CH:40]=[CH:39][CH:38]=[CH:37][CH:36]=1.C1(N=C=NC2CCCCC2)CCCCC1>C(Cl)Cl.CN(C)C1C=CN=CC=1>[C:1]([O:5][C:6]([NH:8][CH2:9][C:10]1[C:23]([O:24][CH3:25])=[CH:22][CH:21]=[C:20]2[C:11]=1[O:12][C:13]1[C:14]([CH2:30][C:31]([O:33][CH2:34][C:35]3[CH:40]=[CH:39][CH:38]=[CH:37][CH:36]=3)=[O:32])=[C:15]([O:28][CH3:29])[CH:16]=[CH:17][C:18]=1[C:19]2([CH3:26])[CH3:27])=[O:7])([CH3:2])([CH3:3])[CH3:4]. Reported procedure: A solution of 3 g (6.55 mmol) of 5-[(1-tert-butoxyformamido)methyl]-3,6-dimethoxy-9,9-dimethylxanthene-4-acetic acid in 65 ml of methylene chloride was cooled to 20° and treated with 1.1 ml (10.62 mmol) of benzyl alcohol. After the addition of 20 mg of 4-dimethylaminopyridine a solution of 1.5 g (7.27 mmol) of dicyclohexylcarbodiimide in 16 ml of methylene chloride was added dropwise, whereupon the mixture was warmed to room temperature and was stirred for 3 hours. The precipitated dicyclohexylu... Product: C(C)(C)(C)OC(=O)NCC1=C2OC=3C(=C(C=CC3C(C2=CC=C1OC)(C)C)OC)CC(=O)OCC1=CC=CC=C1 (benzyl 5-[(1-tert-butoxyformamido)methyl]-3,6-dimethoxy-9,9-dimethylxanthene-4-acetate). Reagents/catalysts: CN(C1=CC=NC=C1)C (4-dimethylaminopyridine).